This data is from the Open Reaction Database (ORD), a public repository of structured organic reaction records. The task is: describe an organic reaction: reactants, conditions, products, and yield The reactants are CCC(=O)Cl, NCCC1CCc2ccc3c(c21)CCO3, Cl, [Na+], C1CCOC1, [OH-], O. The product is CCC(=O)NCCC1CCc2ccc3c(c21)CCO3. Reaction SMILES: [C:20]([CH2:21][CH3:22])(=[O:23])[Cl:24].[CH2:2]1[c:3]2[c:4]([cH:7][cH:8][c:9]3[c:13]2[CH:12]([CH2:14][CH2:15][NH2:16])[CH2:11][CH2:10]3)[O:5][CH2:6]1.[ClH:1].[Na+:19].[O:25]1[CH2:26][CH2:27][CH2:28][CH2:29]1.[OH-:18].[OH2:17]>>[CH2:2]1[c:3]2[c:4]([cH:7][cH:8][c:9]3[c:13]2[CH:12]([CH2:14][CH2:15][NH:16][C:20]([CH2:21][CH3:22])=[O:23])[CH2:11][CH2:10]3)[O:5][CH2:6]1. The reactants are C1(C=2C(C(N1)=O)=CC=CC2)=O.[K] (Potassium phthalimide), BrCCCCCCCCBr (1,8-dibromooctane). The solvent is CN(C=O)C (dimethylformamide). Product: BrCCCCCCCCC1=C2C(C(=O)NC2=O)=CC=C1 (8-bromooctylphthalimide). As a reaction SMILES: [C:1]1(=[O:11])[NH:5][C:4](=[O:6])[C:3]2=[CH:7][CH:8]=[CH:9][CH:10]=[C:2]12.[K].[Br:13][CH2:14][CH2:15][CH2:16][CH2:17][CH2:18][CH2:19][CH2:20][CH2:21]Br>CN(C)C=O>[Br:13][CH2:14][CH2:15][CH2:16][CH2:17][CH2:18][CH2:19][CH2:20][CH2:21][C:10]1[CH:9]=[CH:8][CH:7]=[C:3]2[C:4]([NH:5][C:1](=[O:11])[C:2]=12)=[O:6] |f:0.1,^1:11|. Procedure details: Potassium phthalimide (5.4 mmoles) was added to a solution of 1,8-dibromooctane (4.41 g; 16.2 mmoles) in dimethylformamide (8 ml) and heated to 80° C. approx. under stirring. Reaction times and process as per Example 4. The reactants are N(=O)[O-].[Na+] (sodium nitrite), NC=1C(=NC=CC1)CO (3-amino-2-hydroxymethylpyridine), Br (hydrobromic acid), diazonium salt, cuprous bromide, Br (hydrobromic acid). The solvent is O (water), S (hydrogen sulphide), O (water), O (water). Product: BrC=1C(=NC=CC1)CO (3-bromo-2-hydroxymethyl-pyridine). Reaction SMILES: N([O-])=O.[Na+].N[C:6]1[C:7]([CH2:12][OH:13])=[N:8][CH:9]=[CH:10][CH:11]=1.[BrH:14]>O.S>[Br:14][C:6]1[C:7]([CH2:12][OH:13])=[N:8][CH:9]=[CH:10][CH:11]=1 |f:0.1|. Procedure: A solution sodium nitrite (2.38 g.) in water (10 ml.) was added dropwise to a stirred mixture of 3-amino-2-hydroxymethylpyridine (4.8 g.) in aqueous hydrobromic acid (48%, 10 ml) and water (5 ml) at 0°-5° C. This solution of the diazonium salt was added to a hot solution of cuprous bromide (2.5 g.) in 60% hydrobromic acid and following cessation of nitrogen evolution the mixture was heated on the steam bath for 0.5 hours, diluted with water and saturated with hydrogen sulphide. Filtration, conce... The reactants are CN, Cc1ccccc1, COc1ccc(Cn2ncc(Br)c(Br)c2=O)cc1. Product: CNc1c(Br)cnn(Cc2ccc(OC)cc2)c1=O. Reaction SMILES: [CH3:1][NH2:2].[CH3:21][c:22]1[cH:23][cH:24][cH:25][cH:26][cH:27]1.[CH3:3][O:4][c:5]1[cH:6][cH:7][c:8]([CH2:9][n:10]2[n:11][cH:12][c:13]([Br:18])[c:14]([Br:17])[c:15]2=[O:16])[cH:19][cH:20]1>>[CH3:1][NH:2][c:14]1[c:13]([Br:18])[cH:12][n:11][n:10]([CH2:9][c:8]2[cH:7][cH:6][c:5]([O:4][CH3:3])[cH:20][cH:19]2)[c:15]1=[O:16]. Reactants: CCCCCC, CC(C)(C)O, Oc1cccc(Cl)c1, O=P(O)(O)O. Product: CC(C)(C)c1ccc(O)cc1Cl. As a reaction SMILES: [CH3:14][CH2:15][CH2:16][CH2:17][CH2:18][CH3:19].[CH3:9][C:10]([CH3:11])([CH3:12])[OH:13].[OH:1][c:2]1[cH:3][cH:4][cH:5][c:6]([Cl:7])[cH:8]1.[P:20](=[O:21])([OH:22])([OH:23])[OH:24]>>[OH:1][c:2]1[cH:3][cH:4][c:5]([C:10]([CH3:9])([CH3:11])[CH3:12])[c:6]([Cl:7])[cH:8]1. The reactants are BrC=1C=C(C=CC1)C(=O)O (3-Bromobenzenecarboxylic acid), CCN(C(C)C)C(C)C (i-Pr2NEt), COC1=CC=C(C=C1)S (4-methoxythiophenol). Reagents/catalysts: C=1C=CC(=CC1)/C=C/C(=O)/C=C/C2=CC=CC=C2.C=1C=CC(=CC1)/C=C/C(=O)/C=C/C2=CC=CC=C2.C=1C=CC(=CC1)/C=C/C(=O)/C=C/C2=CC=CC=C2.[Pd].[Pd] (Pd2(dba)3), CC1(C2=C(C(=CC=C2)P(C3=CC=CC=C3)C4=CC=CC=C4)OC5=C(C=CC=C51)P(C6=CC=CC=C6)C7=CC=CC=C7)C (Xantphos). The solvent is O1CCOCC1 (1,4-dioxane). Yields the product COC1=CC=C(C=C1)SC=1C=C(C=CC1)C(=O)O (3-(4-methoxyphenyl)sulfanylbenzenecarboxylic acid). Yield: 83.0%. Reaction SMILES: Br[C:2]1[CH:3]=[C:4]([C:8]([OH:10])=[O:9])[CH:5]=[CH:6][CH:7]=1.CCN(C(C)C)C(C)C.[CH3:20][O:21][C:22]1[CH:27]=[CH:26][C:25]([SH:28])=[CH:24][CH:23]=1>C1C=CC(/C=C/C(/C=C/C2C=CC=CC=2)=O)=CC=1.C1C=CC(/C=C/C(/C=C/C2C=CC=CC=2)=O)=CC=1.C1C=CC(/C=C/C(/C=C/C2C=CC=CC=2)=O)=CC=1.[Pd].[Pd].CC1(C)C2C(=C(P(C3C=CC=CC=3)C3C=CC=CC=3)C=CC=2)OC2C(P(C3C=CC=CC=3)C3C=CC=CC=3)=CC=CC1=2.O1CCOCC1>[CH3:20][O:21][C:22]1[CH:27]=[CH:26][C:25]([S:28][C:2]2[CH:3]=[C:4]([C:8]([OH:10])=[O:9])[CH:5]=[CH:6][CH:7]=2)=[CH:24][CH:23]=1 |f:3.4.5.6.7|. Reported procedure: 3-Bromobenzenecarboxylic acid (402 mg, 2 mmol), i-Pr2NEt (700 μL, 4 mmol) and dry 1,4-dioxane (8 mL) were put into a round-bottomed flask, and the round-bottomed flask with the resulting mixture therein was purged repeated three times with nitrogen gas. Next, Pd2(dba)3 (46 mg, 0.05 mmol), Xantphos (58 mg, 0.1 mmol) and 4-methoxythiophenol (246 μL, 2 mmol) were added to it, and this was purged repeatedly twice with nitrogen gas, and then heated under reflux for 6 hours. Next, the completion of th... Reactants: C(C)(C)(C)OC(COC1=C(C=C(C=C1)SCC#C)C)=O ((2-methyl-4-prop-2-ynylsulfanyl-phenoxy)-acetic acid tert-butyl ester), IC1=C(C=CC=C1)C(F)(F)F (1-iodo-2-trifluoromethyl-benzene). Product: C(C)(C)(C)OC(COC1=C(C=C(C=C1)SCC#CC1=C(C=CC=C1)C(F)(F)F)C)=O ({2-Methyl-4-[3-(2-trifluoromethyl-phenyl)-prop-2-ynylsulfanyl]-phenoxy}-acetic acid tert-butyl ester). As a reaction SMILES: [C:1]([O:5][C:6](=[O:20])[CH2:7][O:8][C:9]1[CH:14]=[CH:13][C:12]([S:15][CH2:16][C:17]#[CH:18])=[CH:11][C:10]=1[CH3:19])([CH3:4])([CH3:3])[CH3:2].I[C:22]1[CH:27]=[CH:26][CH:25]=[CH:24][C:23]=1[C:28]([F:31])([F:30])[F:29]>>[C:1]([O:5][C:6](=[O:20])[CH2:7][O:8][C:9]1[CH:14]=[CH:13][C:12]([S:15][CH2:16][C:17]#[C:18][C:22]2[CH:27]=[CH:26][CH:25]=[CH:24][C:23]=2[C:28]([F:31])([F:30])[F:29])=[CH:11][C:10]=1[CH3:19])([CH3:4])([CH3:3])[CH3:2]. Procedure: In analogy to the procedure described in example 5B], (2-methyl-4-prop-2-ynylsulfanyl-phenoxy)-acetic acid tert-butyl ester (example 5A]) and 1-iodo-2-trifluoromethyl-benzene gave the title compound as a light yellow oil.